Dataset: the Open Reaction Database (ORD), a public repository of structured organic reaction records. Task: describe an organic reaction: reactants, conditions, products, and yield Reactants: CCCCc1nc2ccc(OS(=O)(=O)c3ccccc3)cc2n1Cc1ccc(-c2ccccc2C(=O)OC(C)(C)C)cc1, ClCCl, O=C(O)C(F)(F)F. Product: CCCCc1nc2ccc(OS(=O)(=O)c3ccccc3)cc2n1Cc1ccc(-c2ccccc2C(=O)O)cc1. Reaction SMILES: [CH2:1]([CH2:2][CH2:3][CH3:4])[c:5]1[n:6][c:7]2[c:8]([n:9]1[CH2:10][c:11]1[cH:12][cH:13][c:14](-[c:17]3[c:18]([C:23](=[O:24])[O:25][C:26]([CH3:27])([CH3:28])[CH3:29])[cH:19][cH:20][cH:21][cH:22]3)[cH:15][cH:16]1)[cH:30][c:31]([O:34][S:35](=[O:36])(=[O:37])[c:38]1[cH:39][cH:40][cH:41][cH:42][cH:43]1)[cH:32][cH:33]2.[CH2:51]([Cl:52])[Cl:53].[OH:44][C:45]([C:46]([F:47])([F:48])[F:49])=[O:50]>>[CH2:1]([CH2:2][CH2:3][CH3:4])[c:5]1[n:6][c:7]2[c:8]([n:9]1[CH2:10][c:11]1[cH:12][cH:13][c:14](-[c:17]3[c:18]([C:23](=[O:24])[OH:25])[cH:19][cH:20][cH:21][cH:22]3)[cH:15][cH:16]1)[cH:30][c:31]([O:34][S:35](=[O:36])(=[O:37])[c:38]1[cH:39][cH:40][cH:41][cH:42][cH:43]1)[cH:32][cH:33]2. The reactants are C(=O)([O-])[O-].[K+].[K+] (K2CO3), ClC1=CC(OC=C1)=O (4-chloro-2-oxo-2H-pyran), C(C1=CC=CC=C1)S (benzyl mercaptan), C(=O)([O-])[O-].[K+].[K+] (K2CO3). The solvent is CN(C=O)C (dimethyl formamide). Reaction conditions: time 1 hour. Product: C(C1=CC=CC=C1)SC1=CC(OC=C1)=O (4-Benzylthio-2-oxo-2H-pyran). As a reaction SMILES: Cl[C:2]1[CH:7]=[CH:6][O:5][C:4](=[O:8])[CH:3]=1.[CH2:9]([SH:16])[C:10]1[CH:15]=[CH:14][CH:13]=[CH:12][CH:11]=1.C([O-])([O-])=O.[K+].[K+]>CN(C)C=O>[CH2:9]([S:16][C:2]1[CH:7]=[CH:6][O:5][C:4](=[O:8])[CH:3]=1)[C:10]1[CH:15]=[CH:14][CH:13]=[CH:12][CH:11]=1 |f:2.3.4|. Reported procedure: To a solution of 0.433 g (0.0033 mol) of 4-chloro-2-oxo-2H-pyran and 0.41 g (0.0033 mol) of benzyl mercaptan in 2 ml of dimethyl formamide is added 0.228 g (0.00165 mol) of K2CO3. The reaction mixture is stirred for 1 hour and then the same amount of K2CO3 is once more added. The reaction mixture is then stirred overnight at 25° C., diluted with 30 ml of CH2C2, and extracted with 5×50 ml of a saturated aqueous solution of NaCl. The organic phase is dried over Na2SO4 and concentrated in a water j... Starting materials: C(O)([O-])=O.[Na+] (sodium hydrogen carbonate), NC=1C=CC(=C(C#N)C1)N1CCC(CC1)O (5-Amino-2-(4-hydroxypiperidino)benzonitrile), C(C)(C)(C)[Si](CC)(CC)Cl (tert-butyldiethylsilyl chloride), N1C=NC=C1 (imidazole). Solvent: CN(C=O)C (dimethylformamide). Yields the product NC=1C=CC(=C(C#N)C1)N1CCC(CC1)O[Si](C)(C)C(C)(C)C (5-Amino-2-(4-tert-butyldimethylsilyloxypiperidino)benzonitrile). The yield is 75.5%. RXN SMILES: [NH2:1][C:2]1[CH:3]=[CH:4][C:5]([N:10]2[CH2:15][CH2:14][CH:13]([OH:16])[CH2:12][CH2:11]2)=[C:6]([CH:9]=1)[C:7]#[N:8].[C:17]([Si:21](Cl)([CH2:24]C)[CH2:22]C)([CH3:20])([CH3:19])[CH3:18].N1C=CN=C1.C(=O)([O-])O.[Na+]>CN(C)C=O>[NH2:1][C:2]1[CH:3]=[CH:4][C:5]([N:10]2[CH2:11][CH2:12][CH:13]([O:16][Si:21]([C:17]([CH3:20])([CH3:19])[CH3:18])([CH3:24])[CH3:22])[CH2:14][CH2:15]2)=[C:6]([CH:9]=1)[C:7]#[N:8] |f:3.4|. Procedure details: 5-Amino-2-(4-hydroxypiperidino)benzonitrile (4.0 g), tert-butyldiethylsilyl chloride (3.0 g) and imidazole (1.6 g) were stirred in dimethylformamide (20 ml) at room temperature for 1 h. The reaction mixture was treated with aqueous sodium hydrogen carbonate solution and extracted with ethyl acetate. The organic layer was washed with saturated brine and dried over anhydrous magnesium sulfate, after which the solvent was evaporated under reduced pressure. The residue was recrystallized from n-hexa... Starting materials: CCS(=O)(=O)Oc1cc(CC(=O)O)on1, ClCCl, ClP(Cl)(Cl)(Cl)Cl. Yields the product CCS(=O)(=O)Oc1cc(CC(=O)Cl)on1. As a reaction SMILES: [CH2:1]([CH3:2])[S:3](=[O:4])(=[O:5])[O:6][c:7]1[n:8][o:9][c:10]([CH2:12][C:13](=[O:14])[OH:15])[cH:11]1.[CH2:22]([Cl:23])[Cl:24].[Cl:16][P:17]([Cl:18])([Cl:19])([Cl:20])[Cl:21]>>[CH2:1]([CH3:2])[S:3](=[O:4])(=[O:5])[O:6][c:7]1[n:8][o:9][c:10]([CH2:12][C:13](=[O:15])[Cl:16])[cH:11]1. The reactants are [H-].[Na+] (NaH), NC1=NC(=NC=C1C(=O)OCC)SC (ethyl 4-amino-2-(methylthio)pyrimidine-5-carboxylate), ClC1=C(C=CC=C1)N=C=O (1-chloro-2-isocyanatobenzene). Solvent: [Cl-].[Na+].O (brine), O (water), CN(C=O)C (N,N-dimethylformamide). Conditions: time 10 minute. Yields the product ClC1=C(C=CC=C1)N1C(NC2=NC(=NC=C2C1=O)SC)=O (3-(2-chlorophenyl)-7-(methylthio)pyrimido[4,5-d]pyrimidine-2,4(1H,3H)-dione). As a reaction SMILES: [H-].[Na+].[NH2:3][C:4]1[C:9]([C:10]([O:12]CC)=O)=[CH:8][N:7]=[C:6]([S:15][CH3:16])[N:5]=1.[Cl:17][C:18]1[CH:23]=[CH:22][CH:21]=[CH:20][C:19]=1[N:24]=[C:25]=[O:26]>CN(C)C=O.[Cl-].[Na+].O.O>[Cl:17][C:18]1[CH:23]=[CH:22][CH:21]=[CH:20][C:19]=1[N:24]1[C:10](=[O:12])[C:9]2[C:4](=[N:5][C:6]([S:15][CH3:16])=[N:7][CH:8]=2)[NH:3][C:25]1=[O:26] |f:0.1,5.6.7|. Reported procedure: NaH (5.26 g, 131 mmol) was added to a solution of ethyl 4-amino-2-(methylthio)pyrimidine-5-carboxylate (20.0 g, 94 mmol, US 2005/0020590) in N,N-dimethylformamide (700 mL) at 0° C. After 10 minutes, 1-chloro-2-isocyanatobenzene (15.9 mL, 131 mmol) was added dropwise to the mixture. The reaction was warmed to room temperature and stirred for 6 hours. The reaction mixture was diluted with brine (200 mL) and water (1000 mL) and extracted with ether (700 mL 2×). The aqueous layer was acidified with ...